describe an organic reaction: reactants, conditions, products, and yield From a dataset of the Open Reaction Database (ORD), a public repository of structured organic reaction records. The reactants are NC1=C(C=C(C=C1)C1(CCOCC1)C#N)Br (4-(4-amino-3-bromo-phenyl)-tetrahydro-pyran-4-carbonitrile), C[Si](C)(C)N=[N+]=[N-] (trimethylsilylazide), [F-].C(CCC)[N+](CCCC)(CCCC)CCCC (tetrabutylammonium fluoride). Solvent: CCOC(=O)C (EtOAc). Run at temperature 120 celsius, time 18 hour. Product: BrC1=C(C=CC(=C1)C1(CCOCC1)C=1N=NNN1)N (2-Bromo-4-[4-(2H-tetrazol-5-yl)-tetrahydro-pyran-4-yl]-phenylamine). The yield is 91.0%. RXN SMILES: [NH2:1][C:2]1[CH:7]=[CH:6][C:5]([C:8]2([C:14]#[N:15])[CH2:13][CH2:12][O:11][CH2:10][CH2:9]2)=[CH:4][C:3]=1[Br:16].C[Si]([N:21]=[N+:22]=[N-:23])(C)C.[F-].C([N+](CCCC)(CCCC)CCCC)CCC>CCOC(C)=O>[Br:16][C:3]1[CH:4]=[C:5]([C:8]2([C:14]3[N:21]=[N:22][NH:23][N:15]=3)[CH2:9][CH2:10][O:11][CH2:12][CH2:13]2)[CH:6]=[CH:7][C:2]=1[NH2:1] |f:2.3|. Procedure details: A mixture of 4-(4-amino-3-bromo-phenyl)-tetrahydro-pyran-4-carbonitrile (as prepared in the previous step, 141 mg, 0.500 mmol), trimethylsilylazide (133 μL, 1.00 mmol) and tetrabutylammonium fluoride (65 mg, 0.25 mmol) was stirred at 120° C. for 18 h under Ar. After cooling to RT, the mixture was treated with 30 mL of EtOAc and washed with H2O (2×10 mL), 15% citric acid aqueous solution (3×10 mL) and brine (10 mL). After drying over Na2SO4, the organic layer was concentrated in vacuo to afford t... Product: C(C1=CC=CC=C1)N1N=C2C(=CC=CC2=C1C=1C=C(OCC2=CC=C(C=C2)C2(CCCC2)C(=O)O)C=CC1)C(F)(F)F (1-[4-({3-[2-BENZYL-7-(TRIFLUOROMETHYL)-2H-INDAZOL-3-YL]PHENOXY}METHYL)PHENYL]CYCLOPENTANECARBOXYLIC ACID). RXN SMILES: [CH2:1]([N:8]1[C:16]([C:17]2[CH:18]=[C:19]([OH:23])[CH:20]=[CH:21][CH:22]=2)=[C:15]2[C:10]([C:11]([C:24]([F:27])([F:26])[F:25])=[CH:12][CH:13]=[CH:14]2)=[N:9]1)[C:2]1[CH:7]=[CH:6][CH:5]=[CH:4][CH:3]=1.C[O:29][C:30]([C:32]1([C:37]2[CH:42]=[CH:41][C:40]([CH2:43]Br)=[CH:39][CH:38]=2)[CH2:36][CH2:35][CH2:34][CH2:33]1)=[O:31].C(=O)([O-])[O-].[K+].[K+].C1(C)C=CC(C2(C(O)=O)CCCC2)=CC=1.S(=O)(=O)(O)O.C1C(=O)N(Br)C(=O)C1.C(OOC(=O)C1C=CC=CC=1)(=O)C1C=CC=CC=1.[Li+].[OH-]>CC(C)=O.CO.C(Cl)(Cl)(Cl)Cl.C1COCC1.O>[CH2:1]([N:8]1[C:16]([C:17]2[CH:18]=[C:19]([CH:20]=[CH:21][CH:22]=2)[O:23][CH2:43][C:40]2[CH:39]=[CH:38][C:37]([C:32]3([C:30]([OH:31])=[O:29])[CH2:36][CH2:35][CH2:34][CH2:33]3)=[CH:42][CH:41]=2)=[C:15]2[C:10]([C:11]([C:24]([F:27])([F:25])[F:26])=[CH:12][CH:13]=[CH:14]2)=[N:9]1)[C:2]1[CH:7]=[CH:6][CH:5]=[CH:4][CH:3]=1 |f:2.3.4,9.10|. The solvent is C1CCOC1 (THF), O (water), CC(=O)C (acetone), CO (methanol), C(Cl)(Cl)(Cl)Cl (carbon tetrachloride). Procedure: This compound was prepared similarly to that of Example 525 by treating 3-(2-benzyl-7-trifluoromethyl-2H-indazole-3-yl)-phenol (20 mg, 1 eq) with 1-(4-bromomethyl-phenyl)-cyclopentanecarboxylic acid methyl ester (48 mg, 3 eq) and potassium carbonate (37 mg, 5 eq) in acetone (1.5 mL). The latter reagent was obtained by heating 1-p-tolyl-cyclopentanecarboxylic acid in methanol and a catalytic amount of sulphuric acid. Subsequent α-bromination was accomplished by refluxing the ester (100 mg, 1 eq) ... Reactants: C(C1=CC=CC=C1)N1N=C2C(=CC=CC2=C1C=1C=C(C=CC1)O)C(F)(F)F (3-(2-benzyl-7-trifluoromethyl-2H-indazole-3-yl)-phenol), COC(=O)C1(CCCC1)C1=CC=C(C=C1)CBr (1-(4-bromomethyl-phenyl)-cyclopentanecarboxylic acid methyl ester), C([O-])([O-])=O.[K+].[K+] (potassium carbonate), C1(=CC=C(C=C1)C1(CCCC1)C(=O)O)C (1-p-tolyl-cyclopentanecarboxylic acid), S(O)(O)(=O)=O (sulphuric acid), ester, C1CC(=O)N(C1=O)Br (NBS), C(C1=CC=CC=C1)(=O)OOC(C1=CC=CC=C1)=O (benzoyl peroxide), [Li+].[OH-] (LiOH). Starting materials: IC1=NN(C=C1C1=NC(=NC=C1)NC[C@H](C)O)C(C)C ((2S)-1-(4-(3-iodo-1-isopropyl-1H-pyrazol-4-yl)pyrimidin-2-ylamino)propan-2-ol), CC=1C(=NC=C(C1)B1OC(C(O1)(C)C)(C)C)N (3-methyl-5-(4,4,5,5-tetramethyl-1,3,2-dioxaborolan-2-yl)pyridin-2-amine), C(=O)([O-])[O-].[Na+].[Na+] (Na2CO3). The reagents and catalysts are C=1C=CC(=CC1)[P](C=2C=CC=CC2)(C=3C=CC=CC3)[Pd]([P](C=4C=CC=CC4)(C=5C=CC=CC5)C=6C=CC=CC6)([P](C=7C=CC=CC7)(C=8C=CC=CC8)C=9C=CC=CC9)[P](C=1C=CC=CC1)(C=1C=CC=CC1)C=1C=CC=CC1 (Pd(PPh3)4). Run in C1(=CC=CC=C1)C (toluene), CCO (EtOH). Reaction conditions: temperature 85 celsius, time 8 hour. Product: NC1=C(C=C(C=N1)C1=NN(C=C1C1=NC(=NC=C1)NC[C@H](C)O)C(C)C)C ((2S)-1-(4-(3-(6-amino-5-methylpyridin-3-yl)-1-isopropyl-1H-pyrazol-4-yl)pyrimidin-2-ylamino)propan-2-ol). Yield: 11.6%. RXN SMILES: I[C:2]1[C:6]([C:7]2[CH:12]=[CH:11][N:10]=[C:9]([NH:13][CH2:14][C@@H:15]([OH:17])[CH3:16])[N:8]=2)=[CH:5][N:4]([CH:18]([CH3:20])[CH3:19])[N:3]=1.[CH3:21][C:22]1[C:23]([NH2:37])=[N:24][CH:25]=[C:26](B2OC(C)(C)C(C)(C)O2)[CH:27]=1.C([O-])([O-])=O.[Na+].[Na+]>C1(C)C=CC=CC=1.CCO.C1C=CC([P]([Pd]([P](C2C=CC=CC=2)(C2C=CC=CC=2)C2C=CC=CC=2)([P](C2C=CC=CC=2)(C2C=CC=CC=2)C2C=CC=CC=2)[P](C2C=CC=CC=2)(C2C=CC=CC=2)C2C=CC=CC=2)(C2C=CC=CC=2)C2C=CC=CC=2)=CC=1>[NH2:37][C:23]1[N:24]=[CH:25][C:26]([C:2]2[C:6]([C:7]3[CH:12]=[CH:11][N:10]=[C:9]([NH:13][CH2:14][C@@H:15]([OH:17])[CH3:16])[N:8]=3)=[CH:5][N:4]([CH:18]([CH3:20])[CH3:19])[N:3]=2)=[CH:27][C:22]=1[CH3:21] |f:2.3.4,^1:57,59,78,97|. Procedure details: To a solution of (2S)-1-(4-(3-iodo-1-isopropyl-1H-pyrazol-4-yl)pyrimidin-2-ylamino)propan-2-ol (B-1-3) (0.52 g, 1.34 mmol) in toluene (21 mL) and EtOH (7 mL) were added 3-methyl-5-(4,4,5,5-tetramethyl-1,3,2-dioxaborolan-2-yl)pyridin-2-amine (B-3-2) (1 g, 2.68 mmol in theory) and 2 N aq. Na2CO3 (2 mL). The resulting mixture was degassed under N2 for 2 minutes. Then Pd(PPh3)4 (0.15 g, 0.134 mmol) was added and the mixture was degassed again. The reaction was heated to 80-90° C. and stirred overnig... Reactants: NC12CC3CC(CC(C3)C1)C2, CCCN(CC(=O)O)C(=O)OC(C)(C)C, ClCCl, CCN(C(C)C)C(C)C. The product is CCCN(CC(=O)NC12CC3CC(CC(C3)C1)C2)C(=O)OC(C)(C)C. RXN SMILES: [C:16]12([NH2:26])[CH2:17][CH:18]3[CH2:19][CH:20]([CH2:21][CH:22]([CH2:23]1)[CH2:24]3)[CH2:25]2.[C:1]([CH3:2])([CH3:3])([CH3:4])[O:5][C:6](=[O:7])[N:8]([CH2:9][CH2:10][CH3:11])[CH2:12][C:13](=[O:14])[OH:15].[CH2:36]([Cl:37])[Cl:38].[CH:27]([N:28]([CH2:29][CH3:30])[CH:31]([CH3:32])[CH3:33])([CH3:34])[CH3:35]>>[C:1]([CH3:2])([CH3:3])([CH3:4])[O:5][C:6](=[O:7])[N:8]([CH2:9][CH2:10][CH3:11])[CH2:12][C:13](=[O:15])[NH:26][C:16]12[CH2:17][CH:18]3[CH2:19][CH:20]([CH2:21][CH:22]([CH2:23]1)[CH2:24]3)[CH2:25]2.